This data is from the Open Reaction Database (ORD), a public repository of structured organic reaction records. The task is: describe an organic reaction: reactants, conditions, products, and yield Reactants: C1COCCO1, COc1cccc(OC)c1-c1ccccc1P(C1CCCCC1)C1CCCCC1, Nc1ccc(-c2cnc3cc(Cl)ccn23)cc1, [K+], [K+], [K+], N#N, CC(=O)[O-], CC(=O)[O-], O, O=P([O-])([O-])[O-], [Pd+2], OB(O)c1cccnc1. Product: Nc1ccc(-c2cnc3cc(-c4cccnc4)ccn23)cc1. RXN SMILES: [CH2:76]1[O:77][CH2:78][CH2:79][O:80][CH2:81]1.[CH:35]1([P:36]([CH:37]2[CH2:38][CH2:39][CH2:40][CH2:41][CH2:42]2)[c:43]2[cH:44][cH:45][cH:46][cH:47][c:48]2-[c:49]2[c:50]([O:51][CH3:52])[cH:53][cH:54][cH:55][c:56]2[O:57][CH3:58])[CH2:59][CH2:60][CH2:61][CH2:62][CH2:63]1.[Cl:1][c:2]1[cH:3][c:4]2[n:5]([cH:6][cH:7]1)[c:8](-[c:11]1[cH:12][cH:13][c:14]([NH2:17])[cH:15][cH:16]1)[cH:9][n:10]2.[K+:32].[K+:33].[K+:34].[N:64]#[N:65].[O-:67][C:68]([CH3:69])=[O:70].[O-:71][C:72]([CH3:73])=[O:74].[OH2:75].[P:27]([O-:28])([O-:29])([O-:30])=[O:31].[Pd+2:66].[n:18]1[cH:19][c:20]([B:24]([OH:25])[OH:26])[cH:21][cH:22][cH:23]1>>[c:2]1(-[c:20]2[cH:19][n:18][cH:23][cH:22][cH:21]2)[cH:3][c:4]2[n:5]([cH:6][cH:7]1)[c:8](-[c:11]1[cH:12][cH:13][c:14]([NH2:17])[cH:15][cH:16]1)[cH:9][n:10]2. Starting materials: C(O)CN (monoethanolamine), C(=O)(O)CN1C(SC(C1=O)=COCC)=S (3-carboxymethyl-5ethoxymethylidenerhodanine). The solvent is C(C)O (ethanol). Conditions: time 1 hour. Product: C(O)CN.C(=O)(O)CN1C(SC(C1=O)=CNCCO)=S (3-carboxymethyl-5-hydroxyethylaminomethylidenerhodanine ethanolamine salt), crystal. Isolated yield 53.1%. RXN SMILES: [CH2:1]([CH2:3][NH2:4])[OH:2].[C:5]([CH2:8][N:9]1[C:13](=[O:14])[C:12](=[CH:15]OCC)[S:11][C:10]1=[S:19])([OH:7])=[O:6]>C(O)C>[CH2:1]([CH2:3][NH2:4])[OH:2].[C:5]([CH2:8][N:9]1[C:13](=[O:14])[C:12](=[CH:15][NH:4][CH2:3][CH2:1][OH:2])[S:11][C:10]1=[S:19])([OH:7])=[O:6] |f:3.4|. Procedure: 0.62 Gram of monoethanolamine was added to a mixture of 1.2 g (0.005 mole) of 3-carboxymethyl-5ethoxymethylidenerhodanine and 10 ml of ethanol. The reaction was carried out at a temperature of 50° to 60° C. for 1 hour. The formed precipitate was separated by filtration and recrystallized from a mixture of methanol and ether (7/3 by volume) to give 0.85 g of 3-carboxymethyl-5-hydroxyethylaminomethylidenerhodanine ethanolamine salt in the form of light brown crystal (yield: 53.1 %).